This data is from the Open Reaction Database (ORD), a public repository of structured organic reaction records. The task is: describe an organic reaction: reactants, conditions, products, and yield Starting materials: CC#N, CCOC(C)=O, CCN(C(C)C)C(C)C, CCOC(=O)c1cnc(Cl)nc1Cl, NCC1CCCN(C(=O)OCc2ccccc2)C1, O. Yields the product CCOC(=O)c1cnc(Cl)nc1NCC1CCCN(C(=O)OCc2ccccc2)C1. Reaction SMILES: [CH3:42][C:43]#[N:44].[CH3:45][CH2:46][O:47][C:48]([CH3:49])=[O:50].[CH:32]([N:33]([CH2:34][CH3:35])[CH:36]([CH3:37])[CH3:38])([CH3:39])[CH3:40].[Cl:1][c:2]1[n:3][cH:4][c:5]([C:9](=[O:10])[O:11][CH2:12][CH3:13])[c:6]([Cl:8])[n:7]1.[NH2:14][CH2:15][CH:16]1[CH2:17][N:18]([C:22](=[O:23])[O:24][CH2:25][c:26]2[cH:27][cH:28][cH:29][cH:30][cH:31]2)[CH2:19][CH2:20][CH2:21]1.[OH2:41]>>[Cl:1][c:2]1[n:3][cH:4][c:5]([C:9](=[O:10])[O:11][CH2:12][CH3:13])[c:6]([NH:14][CH2:15][CH:16]2[CH2:17][N:18]([C:22](=[O:23])[O:24][CH2:25][c:26]3[cH:27][cH:28][cH:29][cH:30][cH:31]3)[CH2:19][CH2:20][CH2:21]2)[n:7]1. Starting materials: O=C[C@H](O)[C@@H]1[C@H](O)[C@H](O)C(=O)O1 (Glucurono-6,3-lactone), C1(=CC=C(C=C1)S(=O)(=O)O)C (p-toluenesulfonic acid), C(CCCCCCCCCCC)O (dodecanol). Conditions: temperature 110 celsius. Yields the product O([C@H]1[C@H](O)[C@@H]2[C@H](O1)[C@H](O)C(=O)O2)CCCCCCCCCCCC (Dodecyl β-D-Glucofuranosiduron-6,3-Lactone). As a reaction SMILES: [O:1]=[CH:2][C@@H:3]([C@H:5]1[O:12][C:10](=[O:11])[C@@H:8]([OH:9])[C@H:6]1[OH:7])[OH:4].C1(C)C=CC(S(O)(=O)=O)=CC=1.[CH2:24](O)[CH2:25][CH2:26][CH2:27][CH2:28][CH2:29][CH2:30][CH2:31][CH2:32][CH2:33][CH2:34][CH3:35]>>[O:11]([CH2:35][CH2:34][CH2:33][CH2:32][CH2:31][CH2:30][CH2:29][CH2:28][CH2:27][CH2:26][CH2:25][CH3:24])[C@@H:10]1[O:12][C@@H:5]2[C@@H:3]([C:2]([O:7][C@@H:6]2[C@H:8]1[OH:9])=[O:1])[OH:4]. Reported procedure: 20 g of Glucurono-6,3-lactone (0.11 mole), 0.2 g p-toluenesulfonic acid (1.05×10-3 mole) and 164.0 g of dodecanol (0.88 mole) were placed in a three-necked flask equipped with a mechanical stirrer, thermometer and short path distillation head. The mixture was heated to 110° C. until D-glucurono-6,3-lactone dissolved. The reaction mixture was neutralized with 1 ml of 1N methanolic KOH at 25° C., filtered over silica and washed with methanol. A vacuum was applied to remove the methanol and dodecan... The reactants are IC=1C=C(N)C=CC1C (3-iodo-4-methylaniline), C(#N)C(C)(C)C=1C=C(C(=O)O)C=CC1 (3-(2-cyanopropan-2-yl)benzoic acid), CN(C)C(=[N+](C)C)ON1C2=C(C=CC=C2)N=N1.[B-](F)(F)(F)F (TBTU), CCN(C(C)C)C(C)C (DIPEA). Solvent: CN(C)C=O (DMF). Run at temperature 50 celsius, time 8 hour. The product is C(#N)C(C)(C)C=1C=C(C(=O)NC2=CC(=C(C=C2)C)I)C=CC1 (3-(2-cyanopropan-2-yl)-N-(3-iodo-4-methylphenyl)benzamide). Isolated yield 80.7%. Reaction SMILES: [C:1]([C:3]([C:6]1[CH:7]=[C:8]([CH:12]=[CH:13][CH:14]=1)[C:9]([OH:11])=O)([CH3:5])[CH3:4])#[N:2].CN(C(ON1N=NC2C=CC=CC1=2)=[N+](C)C)C.[B-](F)(F)(F)F.CCN(C(C)C)C(C)C.[I:46][C:47]1[CH:48]=[C:49]([CH:51]=[CH:52][C:53]=1[CH3:54])[NH2:50]>CN(C=O)C>[C:1]([C:3]([C:6]1[CH:7]=[C:8]([CH:12]=[CH:13][CH:14]=1)[C:9]([NH:50][C:49]1[CH:51]=[CH:52][C:53]([CH3:54])=[C:47]([I:46])[CH:48]=1)=[O:11])([CH3:4])[CH3:5])#[N:2] |f:1.2|. Reported procedure: A solution of 3-(2-cyanopropan-2-yl)benzoic acid 3 (2.64 mmol, 500 mg), TBTU (2.77 mmol, 891 mg) and DIPEA (5.29 mmol, 0.873 mL) in DMF (4 mL) was stirred at 50° C. for 15 min. 3-iodo-4-methylaniline (2.77 mmol, 647 mg) was added and stirred overnight at 50° C. Quenched in citric acid solution and extracted with ethyl acetate. Organic layer was washed with brine, dried and evaporated. Purification with chromatography (30% ethyl acetate in heptane) gave 3-(2-cyanopropan-2-yl)-N-(3-iodo-4-methylph...